Dataset: the Open Reaction Database (ORD), a public repository of structured organic reaction records. Task: describe an organic reaction: reactants, conditions, products, and yield Reactants: [Cl-].[Li+] (lithium chloride), C(#N)C=1C=C(C(=O)N2CS(C3=C2C=CC=C3)(=O)=O)C=C(C1OC)SC (3-(3-cyano-4-methoxy-5-methylsulfanylbenzoyl)-1,1-dioxo-2,3-dihydro-1,3-benzothiazole), Cl (hydrochloric acid). Run in CN(C=O)C (N,N-dimethylformamide). Reaction conditions: temperature 100 celsius, time 1.5 hour. Product: C(#N)C=1C=C(C(=O)N2CS(C3=C2C=CC=C3)(=O)=O)C=C(C1O)SC (3-(3-cyano-4-hydroxy-5-methylsulfanylbenzoyl)-1,1-dioxo-2,3-dihydro-1,3-benzothiazole). Yield: 69.5%. Reaction SMILES: [C:1]([C:3]1[CH:4]=[C:5]([CH:19]=[C:20]([S:24][CH3:25])[C:21]=1[O:22]C)[C:6]([N:8]1[C:12]2[CH:13]=[CH:14][CH:15]=[CH:16][C:11]=2[S:10](=[O:18])(=[O:17])[CH2:9]1)=[O:7])#[N:2].[Cl-].[Li+].Cl>CN(C)C=O>[C:1]([C:3]1[CH:4]=[C:5]([CH:19]=[C:20]([S:24][CH3:25])[C:21]=1[OH:22])[C:6]([N:8]1[C:12]2[CH:13]=[CH:14][CH:15]=[CH:16][C:11]=2[S:10](=[O:18])(=[O:17])[CH2:9]1)=[O:7])#[N:2] |f:1.2|. Reported procedure: 3-(3-cyano-4-methoxy-5-methylsulfanylbenzoyl)-1,1-dioxo-2,3-dihydro-1,3-benzothiazole (142 mg) was dissolved in N,N-dimethylformamide (1 mL), and lithium chloride (64 mg) was added to the solution, and then the mixture was stirred at 100° C. for 1.5 hours. To the reaction solution, 1N hydrochloric acid was added, and then the mixture was extracted with ethyl acetate. The organic layer was washed with 1N hydrochloric acid and saturated brine, and then dried over anhydrous sodium sulfate. The solv... Starting materials: CC1=C(N)C(=CC=C1)C (2,6-dimethylaniline), C1CCC(C2=NC=3C(CCCC3C=C12)=O)=O (2,3,7,8-tetrahydro-1H,6H-acridine-4,5-dione). Product: CC1=C(C(=CC=C1)C)N=C1CCCC2=CC=3CCCC(C3N=C12)=NC1=C(C=CC=C1C)C (4,5-bis[2,6-dimethylphenylimino]-1,2,3,4,5,6,7,8-octahydroacridine). RXN SMILES: [CH3:1][C:2]1[CH:8]=[CH:7][CH:6]=[C:5]([CH3:9])[C:3]=1[NH2:4].[CH2:10]1[C:23]2[C:14](=[N:15][C:16]3[C:17](=O)[CH2:18][CH2:19][CH2:20][C:21]=3[CH:22]=2)[C:13](=O)[CH2:12][CH2:11]1>>[CH3:1][C:2]1[CH:8]=[CH:7][CH:6]=[C:5]([CH3:9])[C:3]=1[N:4]=[C:13]1[C:14]2[C:23](=[CH:22][C:21]3[CH2:20][CH2:19][CH2:18][C:17](=[N:4][C:3]4[C:5]([CH3:9])=[CH:6][CH:7]=[CH:8][C:2]=4[CH3:1])[C:16]=3[N:15]=2)[CH2:10][CH2:11][CH2:12]1. Procedure details: was synthesized by methods similar to those in Examples 3 and 4: 2,6-dimethylaniline was condensed with 2,3,7,8-tetrahydro-1H,6H-acridine-4,5-dione to yield 4,5-bis[2,6-dimethylphenylimino]-1,2,3,4,5,6,7,8-octahydroacridine (3). The complexation of (3) with FeCl2.4H2O was carried out with azeotropic removal of methanol in benzene. The structure of final complex was proved by X-ray analysis. Reactants: ClC=1C=CC2=C(C(=NCC(=N2)NN)C2=CC=CC=C2)C1 (7-chloro-2-hydrazino-5-phenyl-3H-1,4-benzodiazepine), C(C(=O)C)(=O)OC (methyl pyruvate), C(C(=O)C)(=O)OC (methyl pyruvate). The solvent is CO (methanol). Reaction conditions: time 7 hour. Yields the product C1(=CC=CC=C1)C1=NCC=NC2=C1C=CC=C2 (5-phenyl-3H-1,4-benzodiazepine). RXN SMILES: Cl[C:2]1[CH:3]=[CH:4][C:5]2[N:11]=[C:10](NN)[CH2:9][N:8]=[C:7]([C:14]3[CH:19]=[CH:18][CH:17]=[CH:16][CH:15]=3)[C:6]=2[CH:20]=1.C(OC)(=O)C(C)=O>CO>[C:14]1([C:7]2[C:6]3[CH:20]=[CH:2][CH:3]=[CH:4][C:5]=3[N:11]=[CH:10][CH2:9][N:8]=2)[CH:15]=[CH:16][CH:17]=[CH:18][CH:19]=1. Reported procedure: A mixture of 5.7 g. (0.02 mole) of 7-chloro-2-hydrazino-5-phenyl-3H-1,4-benzodiazepine, 3 ml. (0.04 mole) of methyl pyruvate and 50 ml. of methanol is stirred, under nitrogen, for 17 hours at room temperature, by which time the solid has dissolved. Three ml. more methyl pyruvate is added and the solution is allowed to stand for 7 hours more. After filtration and evaporation in vacuo (50° C./0.5 mm.) a brown gum is obtained which is chromatographed on silica gel and eluted with 1% methanol in chl... Reactants: C(C1=CC=CC=C1)OC=1C=C(O[Si](C)(C)C(C)(C)C)C=CC1 ((3-benzyloxy-phenoxy)-tert-butyl-dimethyl-silane). The reagents and catalysts are Nishimura's catalyst. Run in C(C)O (ethanol). Conditions: time 6 hour. Yields the product C(C)(C)(C)[Si](OC1CC(CCC1)O)(C)C (3-(tert-Butyl-dimethyl-silanyloxy)-cyclohexanol). As a reaction SMILES: C([O:8][C:9]1[CH:10]=[C:11]([CH:20]=[CH:21][CH:22]=1)[O:12][Si:13]([C:16]([CH3:19])([CH3:18])[CH3:17])([CH3:15])[CH3:14])C1C=CC=CC=1>C(O)C>[C:16]([Si:13]([CH3:15])([CH3:14])[O:12][CH:11]1[CH2:20][CH2:21][CH2:22][CH:9]([OH:8])[CH2:10]1)([CH3:19])([CH3:18])[CH3:17]. Reported procedure: A mixture of 37.6 g (3-benzyloxy-phenoxy)-tert-butyl-dimethyl-silane and 3.8 g of Nishimura's catalyst in 200 ml of ethanol was hydrogenated at rt under 50 psi for 6 hours. The reaction mixture was filtered and the filtrate concentrated. Reactants: [Br-], CCCC[N+](CCCC)(CCCC)CCCC, Cc1nc2c(c(N3CCOCC3)n1)OCC(=O)N2, OCC1CO1, c1ccccc1. Yields the product Cc1nc(N2CCOCC2)c2c(n1)N(CC(O)CO)C(=O)CO2. Reaction SMILES: [Br-:24].[CH2:25]([N+:26]([CH2:27][CH2:28][CH2:29][CH3:30])([CH2:31][CH2:32][CH2:33][CH3:34])[CH2:35][CH2:36][CH2:37][CH3:38])[CH2:39][CH2:40][CH3:41].[CH3:1][c:2]1[n:3][c:4]([N:13]2[CH2:14][CH2:15][O:16][CH2:17][CH2:18]2)[c:5]2[c:10]([n:11]1)[NH:9][C:8](=[O:12])[CH2:7][O:6]2.[O:19]1[CH:20]([CH2:21][OH:22])[CH2:23]1.[cH:42]1[cH:43][cH:44][cH:45][cH:46][cH:47]1>>[CH3:1][c:2]1[n:3][c:4]([N:13]2[CH2:14][CH2:15][O:16][CH2:17][CH2:18]2)[c:5]2[c:10]([n:11]1)[N:9]([CH2:23][CH:20]([OH:19])[CH2:21][OH:22])[C:8](=[O:12])[CH2:7][O:6]2. Reactants: C1(CCCCC1)N (cyclohexylamine), ClC(=O)C1=CC=C(OCC2=CC=CC=C2)C=C1 (4-chlorocarbonylphenoxy phenyl methane), N1=CC=CC=C1 (pyridine), O (water). The product is C1(CCCCC1)NC(=O)C(C1=CC=CC=C1)OC1=CC=CC=C1 (N-cyclohexylaminocarbonyl-phenoxy phenyl methane). Reaction SMILES: [CH:1]1([NH2:7])[CH2:6][CH2:5][CH2:4][CH2:3][CH2:2]1.ClC([C:11]1[CH:24]=[CH:23][C:14]([O:15][CH2:16][C:17]2[CH:22]=[CH:21][CH:20]=[CH:19][CH:18]=2)=[CH:13][CH:12]=1)=O.[OH2:25].N1C=CC=C[CH:27]=1>>[CH:1]1([NH:7][C:27]([CH:16]([O:15][C:14]2[CH:13]=[CH:12][CH:11]=[CH:24][CH:23]=2)[C:17]2[CH:18]=[CH:19][CH:20]=[CH:21][CH:22]=2)=[O:25])[CH2:6][CH2:5][CH2:4][CH2:3][CH2:2]1. Reported procedure: A mixture of cyclohexylamine (3.6g.; 0.036 mole) and 4-chlorocarbonylphenoxy phenyl methane (9.04g.; 0.037 mole) in pyridine were heated under reflux for 6hr., then poured into water. The product was extracted into dichloromethane, the organic layer washed with dil. HCl and dried (anhyd. MgSO4). Removal of the drying agent and solvent yielded the crude product which was recrystallised from ethanol M.p. 183°-4°. Starting materials: O=C1NC(=S)SC1=Cc1ccc2c(cnn2Cc2ccc(Cl)cc2C(F)(F)F)c1, CCI. Yields the product CCSC1NC(=O)C(=Cc2ccc3c(cnn3Cc3ccc(Cl)cc3C(F)(F)F)c2)S1. Reaction SMILES: [Cl:1][c:2]1[cH:3][c:4]([C:26]([F:27])([F:28])[F:29])[c:5]([CH2:6][n:7]2[n:8][cH:9][c:10]3[cH:11][c:12]([CH:16]=[C:17]4[C:18](=[O:23])[NH:19][C:20](=[S:22])[S:21]4)[cH:13][cH:14][c:15]23)[cH:24][cH:25]1.[I:30][CH2:31][CH3:32]>>[Cl:1][c:2]1[cH:3][c:4]([C:26]([F:27])([F:28])[F:29])[c:5]([CH2:6][n:7]2[n:8][cH:9][c:10]3[cH:11][c:12]([CH:16]=[C:17]4[C:18](=[O:23])[NH:19][CH:20]([S:22][CH2:31][CH3:32])[S:21]4)[cH:13][cH:14][c:15]23)[cH:24][cH:25]1.